Dataset: the Open Reaction Database (ORD), a public repository of structured organic reaction records. Task: describe an organic reaction: reactants, conditions, products, and yield Starting materials: CCO, O=C1c2ccccc2C(=O)N1c1cnc(NCCNc2ccc([N+](=O)[O-])cn2)nc1-c1ccc(Cl)cc1Cl, NN. Yields the product Nc1cnc(NCCNc2ccc([N+](=O)[O-])cn2)nc1-c1ccc(Cl)cc1Cl. Reaction SMILES: [CH3:41][CH2:42][OH:43].[Cl:1][c:2]1[c:3](-[c:9]2[n:10][c:11]([NH:26][CH2:27][CH2:28][NH:29][c:30]3[n:31][cH:32][c:33]([N+:36](=[O:37])[O-:38])[cH:34][cH:35]3)[n:12][cH:13][c:14]2[N:15]2[C:16](=[O:17])[c:18]3[c:19]([cH:20][cH:21][cH:22][cH:23]3)[C:24]2=[O:25])[cH:4][cH:5][c:6]([Cl:8])[cH:7]1.[NH2:39][NH2:40]>>[Cl:1][c:2]1[c:3](-[c:9]2[n:10][c:11]([NH:26][CH2:27][CH2:28][NH:29][c:30]3[n:31][cH:32][c:33]([N+:36](=[O:37])[O-:38])[cH:34][cH:35]3)[n:12][cH:13][c:14]2[NH2:15])[cH:4][cH:5][c:6]([Cl:8])[cH:7]1. The reactants are Clc1ccc2c(CBr)cccc2n1, Clc1ccc2ccc(CBr)cc2n1, Clc1nccc2ccc(CBr)cc12, CC(C)(C)OC(=O)NC1CCNC1=O. The product is CC(C)(C)OC(=O)NC1CCN(Cc2cccc3nc(Cl)ccc23)C1=O. As a reaction SMILES: [Br:15][CH2:16][c:17]1[c:18]2[cH:19][cH:20][c:21]([Cl:27])[n:22][c:23]2[cH:24][cH:25][cH:26]1.[Br:28][CH2:29][c:30]1[cH:31][c:32]2[c:33]([cH:34][cH:35][c:36]([Cl:37])[n:38]2)[cH:39][cH:40]1.[Br:41][CH2:42][c:43]1[cH:44][c:45]2[c:46]([cH:47][cH:48][n:49][c:50]2[Cl:51])[cH:52][cH:53]1.[C:1]([CH3:2])([CH3:3])([CH3:4])[O:5][C:6]([NH:7][CH:8]1[C:9](=[O:13])[NH:10][CH2:11][CH2:12]1)=[O:14]>>[C:1]([CH3:2])([CH3:3])([CH3:4])[O:5][C:6]([NH:7][CH:8]1[C:9](=[O:13])[N:10]([CH2:16][c:17]2[c:18]3[cH:19][cH:20][c:21]([Cl:27])[n:22][c:23]3[cH:24][cH:25][cH:26]2)[CH2:11][CH2:12]1)=[O:14].